The task is: describe an organic reaction: reactants, conditions, products, and yield. This data is from the Open Reaction Database (ORD), a public repository of structured organic reaction records. Starting materials: C1=CC(=CC(=C1)Cl)C(=O)OO (m-CPBA), BrC=1C=CC2=C(C=CS2)C1 (5-Bromo-1-benzothiophene), S(=S)(=O)([O-])[O-].[Na+].[Na+] (sodium thiosulfate). Run in C(Cl)(Cl)Cl (chloroform). The product is BrC=1C=CC2=C(C=CS2(=O)=O)C1 (5-Bromo-1-benzothiophene 1,1-dioxide). Reaction SMILES: [Br:1][C:2]1[CH:3]=[CH:4][C:5]2S[CH:8]=[CH:7][C:6]=2[CH:10]=1.C1C=C(Cl)C=C(C(OO)=O)C=1.[S:22]([O-:26])([O-])(=[O:24])=S.[Na+].[Na+]>C(Cl)(Cl)Cl>[Br:1][C:2]1[CH:3]=[CH:4][C:5]2[S:22](=[O:26])(=[O:24])[CH:8]=[CH:7][C:6]=2[CH:10]=1 |f:2.3.4|. Procedure details: 5-Bromo-1-benzothiophene (1.50 g, 7.04 mmol) was dissolved in chloroform (47 mL) and allowed to stir vigorously at ambient temperature. m-CPBA (4.34 g, 17.6 mmol) was added in three portions and the resulting mixture was maintained at ambient temperature for 16 hours. The mixture was then diluted with 1M aqueous sodium thiosulfate and extracted with EtOAc. The organic layer was again washed with 1M aqueous sodium thiosulfate, saturated aqueous NaHCO3, brine, dried over anhydrous MgSO4, filtered,... The reactants are ClCCl, CCN(C(C)C)C(C)C, O=C(O)C1(Oc2ccc(Cl)cc2)CCCCC1, CC(N)C(Cc1ccc(Cl)cc1)c1ccc(Cl)cc1, Cl. Yields the product CC(NC(=O)C1(Oc2ccc(Cl)cc2)CCCCC1)C(Cc1ccc(Cl)cc1)c1ccc(Cl)cc1. RXN SMILES: [CH2:47]([Cl:48])[Cl:49].[CH:38]([N:39]([CH2:40][CH3:41])[CH:42]([CH3:43])[CH3:44])([CH3:45])[CH3:46].[Cl:21][c:22]1[cH:23][cH:24][c:25]([O:28][C:29]2([C:35](=[O:36])[OH:37])[CH2:30][CH2:31][CH2:32][CH2:33][CH2:34]2)[cH:26][cH:27]1.[Cl:2][c:3]1[cH:4][cH:5][c:6]([CH:9]([CH:10]([CH3:11])[NH2:12])[CH2:13][c:14]2[cH:15][cH:16][c:17]([Cl:20])[cH:18][cH:19]2)[cH:7][cH:8]1.[ClH:1]>>[Cl:2][c:3]1[cH:4][cH:5][c:6]([CH:9]([CH:10]([CH3:11])[NH:12][C:35]([C:29]2([O:28][c:25]3[cH:24][cH:23][c:22]([Cl:21])[cH:27][cH:26]3)[CH2:30][CH2:31][CH2:32][CH2:33][CH2:34]2)=[O:36])[CH2:13][c:14]2[cH:15][cH:16][c:17]([Cl:20])[cH:18][cH:19]2)[cH:7][cH:8]1. Reactants: COC(=O)C1=CC(=C(C=C1)N=C1SC[C@@H](N1)C(C)CC)C ((4S)-2-(4-methoxycarbonyl-2-methylphenylimino)-4-(2-butyl)-1,3-thiazolidine), C(C(C)C)Br (isobutyl bromide). The product is COC(=O)C1=CC(=C(C=C1)N=C1SC[C@@H](N1CC(C)C)C(C)CC)C ((4S)-2-(4-methoxycarbonyl-2-methylphenylimino)-4-(2-butyl)-3-isobutyl-1,3-thiazolidine). RXN SMILES: [CH3:1][O:2][C:3]([C:5]1[CH:10]=[CH:9][C:8]([N:11]=[C:12]2[NH:16][C@@H:15]([CH:17]([CH2:19][CH3:20])[CH3:18])[CH2:14][S:13]2)=[C:7]([CH3:21])[CH:6]=1)=[O:4].[CH2:22](Br)[CH:23]([CH3:25])[CH3:24]>>[CH3:1][O:2][C:3]([C:5]1[CH:10]=[CH:9][C:8]([N:11]=[C:12]2[N:16]([CH2:22][CH:23]([CH3:25])[CH3:24])[C@@H:15]([CH:17]([CH2:19][CH3:20])[CH3:18])[CH2:14][S:13]2)=[C:7]([CH3:21])[CH:6]=1)=[O:4]. Procedure: (1S)-1-(Hydroxymethyl)-2-methylbutylamine was made from (L)-isoleucine methyl ester as described in Method B1b. The 2-hydroxyethylamine was converted to (1S)-1-(chloromethyl)-2-methylbutanammonium chloride as described in Method B7a. 4-Methoxycarbonyl-2-methylphenyl isothiocyanate was reacted with (1S)-1-(chloromethyl)-2-methylbutanammonium chloride to Method C1a to give (4S)-2-(4-methoxycarbonyl-2-methylphenylimino)-4-(2-butyl)-1,3-thiazolidine. The thiazolidine was reacted with isobutyl bromid... Yield: 48.0%. Procedure details: The title compound (0.04 g) was prepared from 3-(4-chloro-phenyl)-4,5,7,8-tetrahydro-1H-1,2,6-triaza-azulene-6-carboxylic acid tert-butyl ester (Example 103, Step B; 0.2 mmol) using 3-bromobenzyl chloride (0.3 mmol) in place of 2-chloromethyl-thiophene. MS (ESI): exact mass calculated for C20H19BrClN3, 415.05. found, m/z 416.0 [M+H]+. 1H NMR (500 MHz, CD3OD): 7.50-6.86 (m, 8H), 5.36 (s, 2H), 3.30-3.27 (br m, 4H), 3.06-3.04 (m, 4H). The reactants are C(C)(C)(C)OC(=O)N1CCC=2C(=NNC2CC1)C1=CC=C(C=C1)Cl (3-(4-chloro-phenyl)-4,5,7,8-tetrahydro-1H-1,2,6-triaza-azulene-6-carboxylic acid tert-butyl ester), BrC=1C=C(CCl)C=CC1 (3-bromobenzyl chloride). RXN SMILES: C(OC([N:8]1[CH2:17][CH2:16][C:15]2[NH:14][N:13]=[C:12]([C:18]3[CH:23]=[CH:22][C:21]([Cl:24])=[CH:20][CH:19]=3)[C:11]=2[CH2:10][CH2:9]1)=O)(C)(C)C.[Br:25][C:26]1[CH:27]=[C:28]([CH:31]=[CH:32][CH:33]=1)[CH2:29]Cl>>[Br:25][C:26]1[CH:27]=[C:28]([CH:31]=[CH:32][CH:33]=1)[CH2:29][N:14]1[C:15]2[CH2:16][CH2:17][NH:8][CH2:9][CH2:10][C:11]=2[C:12]([C:18]2[CH:19]=[CH:20][C:21]([Cl:24])=[CH:22][CH:23]=2)=[N:13]1. Yields the product BrC=1C=C(CN2N=C(C=3CCNCCC23)C2=CC=C(C=C2)Cl)C=CC1 (1-(3-Bromo-benzyl)-3-(4-chloro-phenyl)-1,4,5,6,7,8-hexahydro-1,2,6-triaza-azulene). The reactants are C(C1=CC=CC=C1)N1CC(OCC1)CN1C(C=2C(C1=O)=CC=CC2)=O (N-[(4-benzyl-2-morpholinyl)methyl]phthalimide), O.NN (hydrazine hydrate). The solvent is C(C)O (ethanol). Run at time 20 minute. Product: C(C)(=O)NCC1CN(CCO1)CC1=CC=CC=C1 (2-acetylaminomethyl-4-benzylmorpholine). Yield: 84.5%. As a reaction SMILES: [CH2:1]([N:8]1[CH2:13][CH2:12][O:11][CH:10]([CH2:14][N:15]2C(=O)C3=CC=CC=[C:17]3[C:16]2=[O:25])[CH2:9]1)[C:2]1[CH:7]=[CH:6][CH:5]=[CH:4][CH:3]=1.O.NN>C(O)C>[C:16]([NH:15][CH2:14][CH:10]1[O:11][CH2:12][CH2:13][N:8]([CH2:1][C:2]2[CH:7]=[CH:6][CH:5]=[CH:4][CH:3]=2)[CH2:9]1)(=[O:25])[CH3:17] |f:1.2|. Procedure details: A mixture of N-[(4-benzyl-2-morpholinyl)methyl]phthalimide (162 g), 85% hydrazine hydrate (43.3 g), and ethanol (100 ml) is refluxed with stirring for 20 minutes. The reaction mixture is filtered, and the filtrate is diluted with water and extracted with chloroform. The organic layer is separated, washed with a small amount of water and then with saturated aqueous sodium chloride solution, dried over magnesium sulfate, and filtered. To the filtrate is added slowly acetic anhydride (98.3 g), and ... Starting materials: C1CCOC1, C[Si](C)(C)[N-][Si](C)(C)C, Cl, Fc1ncccc1-c1ncnc2cc[nH]c12, [Li+], Cc1ccc2c(Nc3ccc(C#N)cc3)nccc2c1N, [Na+], O=C([O-])O. Yields the product Cc1ccc2c(Nc3ccc(C#N)cc3)nccc2c1Nc1ncccc1-c1ncnc2cc[nH]c12. As a reaction SMILES: [CH2:54]1[O:55][CH2:56][CH2:57][CH2:58]1.[CH3:38][Si:39]([N-:40][Si:41]([CH3:42])([CH3:43])[CH3:44])([CH3:45])[CH3:46].[ClH:48].[F:22][c:23]1[n:24][cH:25][cH:26][cH:27][c:28]1-[c:29]1[c:30]2[c:31]([n:32][cH:33][n:34]1)[cH:35][cH:36][nH:37]2.[Li+:47].[NH2:1][c:2]1[c:3]2[cH:4][cH:5][n:6][c:7]([NH:13][c:14]3[cH:15][cH:16][c:17]([C:18]#[N:19])[cH:20][cH:21]3)[c:8]2[cH:9][cH:10][c:11]1[CH3:12].[Na+:53].[O-:49][C:50]([OH:51])=[O:52]>>[NH:1]([c:2]1[c:3]2[cH:4][cH:5][n:6][c:7]([NH:13][c:14]3[cH:15][cH:16][c:17]([C:18]#[N:19])[cH:20][cH:21]3)[c:8]2[cH:9][cH:10][c:11]1[CH3:12])[c:23]1[n:24][cH:25][cH:26][cH:27][c:28]1-[c:29]1[c:30]2[c:31]([n:32][cH:33][n:34]1)[cH:35][cH:36][nH:37]2.